Dataset: the Open Reaction Database (ORD), a public repository of structured organic reaction records. Task: describe an organic reaction: reactants, conditions, products, and yield Reactants: CC(=O)O[BH-](OC(C)=O)OC(C)=O, O=C([O-])O, CC(=O)O, CC(Cl)Cl, O=Cc1cc(F)cc(C(F)(F)F)c1, Cc1cc2c(cc1C(F)(F)F)N(C(=O)OC(C)(C)C)CCCC2N, [Na+], [Na+]. Product: Cc1cc2c(cc1C(F)(F)F)N(C(=O)OC(C)(C)C)CCCC2NCc1cc(F)cc(C(F)(F)F)c1. RXN SMILES: [C:1]([O:2][BH-:3]([O:4][C:5](=[O:6])[CH3:7])[O:8][C:9](=[O:10])[CH3:11])(=[O:12])[CH3:13].[C:56](=[O:57])([OH:58])[O-:59].[CH3:28][C:29](=[O:30])[OH:31].[Cl:61][CH:62]([Cl:63])[CH3:64].[F:15][c:16]1[cH:17][c:18]([CH:19]=[O:20])[cH:21][c:22]([C:24]([F:25])([F:26])[F:27])[cH:23]1.[NH2:32][CH:33]1[c:34]2[c:35]([cH:47][c:48]([C:52]([F:53])([F:54])[F:55])[c:49]([CH3:51])[cH:50]2)[N:36]([C:40](=[O:41])[O:42][C:43]([CH3:44])([CH3:45])[CH3:46])[CH2:37][CH2:38][CH2:39]1.[Na+:14].[Na+:60]>>[F:15][c:16]1[cH:17][c:18]([CH2:19][NH:32][CH:33]2[c:34]3[c:35]([cH:47][c:48]([C:52]([F:53])([F:54])[F:55])[c:49]([CH3:51])[cH:50]3)[N:36]([C:40](=[O:41])[O:42][C:43]([CH3:44])([CH3:45])[CH3:46])[CH2:37][CH2:38][CH2:39]2)[cH:21][c:22]([C:24]([F:25])([F:26])[F:27])[cH:23]1. Reactants: BrB(Br)Br, O=C([O-])O, COC(=O)C1=C(c2ccccc2)c2ccc(O)cc2C1=O, CSC, CC(Cl)Cl, Cl, [Na+]. As a reaction SMILES: [B:25]([Br:26])([Br:27])[Br:28].[C:29](=[O:30])([OH:31])[O-:32].[CH3:1][O:2][C:3](=[O:4])[C:5]1=[C:13]([c:14]2[cH:15][cH:16][cH:17][cH:18][cH:19]2)[c:12]2[c:7]([cH:8][c:9]([OH:20])[cH:10][cH:11]2)[C:6]1=[O:21].[CH3:22][S:23][CH3:24].[Cl:35][CH:36]([Cl:37])[CH3:38].[ClH:34].[Na+:33]>>[O:2]=[C:3]([OH:4])[C:5]1=[C:13]([c:14]2[cH:15][cH:16][cH:17][cH:18][cH:19]2)[c:12]2[c:7]([cH:8][c:9]([OH:20])[cH:10][cH:11]2)[C:6]1=[O:21]. Product: O=C(O)C1=C(c2ccccc2)c2ccc(O)cc2C1=O. Reactants: O=C([O-])O, [H-], CI, [Na+], [Na+], C1CCOC1, CC(C)[Si](OCc1ccc(C(O)c2cccc(C#N)c2)cc1)(C(C)C)C(C)C. Product: COC(c1ccc(CO[Si](C(C)C)(C(C)C)C(C)C)cc1)c1cccc(C#N)c1. As a reaction SMILES: [C:38](=[O:39])([O-:40])[OH:41].[H-:34].[I:36][CH3:37].[Na+:35].[Na+:42].[O:29]1[CH2:30][CH2:33][CH2:32][CH2:31]1.[OH:1][CH:2]([c:3]1[cH:4][c:5]([C:6]#[N:7])[cH:8][cH:9][cH:10]1)[c:11]1[cH:12][cH:13][c:14]([CH2:17][O:18][Si:19]([CH:20]([CH3:21])[CH3:22])([CH:23]([CH3:24])[CH3:25])[CH:26]([CH3:27])[CH3:28])[cH:15][cH:16]1>>[O:1]([CH:2]([c:3]1[cH:4][c:5]([C:6]#[N:7])[cH:8][cH:9][cH:10]1)[c:11]1[cH:12][cH:13][c:14]([CH2:17][O:18][Si:19]([CH:20]([CH3:21])[CH3:22])([CH:23]([CH3:24])[CH3:25])[CH:26]([CH3:27])[CH3:28])[cH:15][cH:16]1)[CH3:30]. The reactants are CC(C)(C)OC(=O)N1CCNc2ncc(Br)cc2C1, CCC#N, C=CC(=O)N(C)Cc1oc2ccccc2c1C, CCOC(C)=O, CC(=O)[O-], CC(=O)[O-], CN(C)C=O, [Pd+2]. Yields the product Cc1c(CN(C)C(=O)C=Cc2cnc3c(c2)CN(C(=O)OC(C)(C)C)CCN3)oc2ccccc12. As a reaction SMILES: [C:1]([CH3:2])([CH3:3])([CH3:4])[O:5][C:6](=[O:7])[N:8]1[CH2:9][CH2:10][NH:11][c:12]2[c:13]([cH:15][c:16]([Br:19])[cH:17][n:18]2)[CH2:14]1.[C:37](#[N:38])[CH2:39][CH3:40].[CH3:20][N:21]([C:22]([CH:23]=[CH2:24])=[O:25])[CH2:26][c:27]1[o:28][c:29]2[c:30]([c:31]1[CH3:32])[cH:33][cH:34][cH:35][cH:36]2.[CH3:46][CH2:47][O:48][C:49]([CH3:50])=[O:51].[O-:53][C:54]([CH3:55])=[O:56].[O-:57][C:58]([CH3:59])=[O:60].[O:41]=[CH:42][N:43]([CH3:44])[CH3:45].[Pd+2:52]>>[C:1]([CH3:2])([CH3:3])([CH3:4])[O:5][C:6](=[O:7])[N:8]1[CH2:9][CH2:10][NH:11][c:12]2[c:13]([cH:15][c:16]([CH:24]=[CH:23][C:22]([N:21]([CH3:20])[CH2:26][c:27]3[o:28][c:29]4[c:30]([c:31]3[CH3:32])[cH:33][cH:34][cH:35][cH:36]4)=[O:25])[cH:17][n:18]2)[CH2:14]1. Starting materials: C1(=CC=CC=C1)C=1C=NC=2N=CC=C(C2C1)C=O (3-phenyl-1,8-naphthyridine-5-carboxaldehyde), N\C(=C/C#N)\C (3-aminocrotononitrile), C(CC(=O)C)(=O)OCC (ethyl acetoacetate), N#N (N2). The solvent is C(C)O (ethanol). Yields the product C(#N)C=1C(C(=C(NC1C)C)C(=O)OCC)C1=C2C=C(C=NC2=NC=C1)C1=CC=CC=C1 (Ethyl 5-cyano-1,4-dihydro-2,6-dimethyl-4-(3-phenyl-1,8-naphthyridin-5-yl)pyridine-3-carboxylate). As a reaction SMILES: [C:1]1([C:7]2[CH:8]=[N:9][C:10]3[N:11]=[CH:12][CH:13]=[C:14]([CH:17]=O)[C:15]=3[CH:16]=2)[CH:6]=[CH:5][CH:4]=[CH:3][CH:2]=1.[NH2:19]/[C:20](/[CH3:24])=[CH:21]\[C:22]#[N:23].[C:25]([O:31][CH2:32][CH3:33])(=[O:30])[CH2:26][C:27]([CH3:29])=O.N#N>C(O)C>[C:22]([C:21]1[CH:17]([C:14]2[CH:13]=[CH:12][N:11]=[C:10]3[C:15]=2[CH:16]=[C:7]([C:1]2[CH:2]=[CH:3][CH:4]=[CH:5][CH:6]=2)[CH:8]=[N:9]3)[C:26]([C:25]([O:31][CH2:32][CH3:33])=[O:30])=[C:27]([CH3:29])[NH:19][C:20]=1[CH3:24])#[N:23]. Reported procedure: 2 g (8.54 mmol) of 3-phenyl-1,8-naphthyridine-5-carboxaldehyde, 0.7 g (8.54 mmol) of 3-aminocrotononitrile and 1.08 ml of ethyl acetoacetate (8.54 mmol) are boiled in 16 ml of ethanol in an N2 atmosphere for 16 hours. Chromatography over silica gel and elution with ethyl acetate gives 0.38 g (10.8% of theory) of the title compound of melting point 265° C. Reactants: COC(C1=CC(=CC=C1)Br)=O (methyl-3-bromobenzoate), Mg, Mg, BrCCC(C)C (1-Bromo-3-methylbutane). Reagents/catalysts: [Zn+2].[Br-].[Br-] (ZnBr2). Solvent: C1CCOC1 (THF), O (water), C1CCOC1 (THF). Conditions: temperature 0 celsius, time 20 minute. Yields the product C(C(C)C)C=1C=C(C(=O)OC)C=CC1 (methyl 3-isobutyl-benzoate). Yield: 97.1%. Reaction SMILES: BrC[CH2:3][CH:4]([CH3:6])[CH3:5].[CH3:7][O:8][C:9](=[O:17])[C:10]1[CH:15]=[CH:14][CH:13]=[C:12](Br)[CH:11]=1>C1COCC1.O.[Zn+2].[Br-].[Br-]>[CH2:3]([C:12]1[CH:11]=[C:10]([CH:15]=[CH:14][CH:13]=1)[C:9]([O:8][CH3:7])=[O:17])[CH:4]([CH3:6])[CH3:5] |f:4.5.6|. Procedure details: In an oven-dried round bottom flask Mg turnings (1.13 g, 46.6 mmol) are suspended in THF (1 mL). 1-Bromo-3-methylbutane (6.37 g, 46.5 mmol) is carefully added while the mixture is initially heated to reflux. The mixture is stirred for approximately 30 min until the Mg has dissolved. The mixture is then added to a cold (5° C.) solution of ZnBr2 (10.47 g, 46.5 mmol) in THF (80 mL). The thick suspension is stirred at 0° C. for 20 min before it is cooled to −75° C. 1,1′-bis(diphenylphosphino)ferroce... The reactants are BrC1=C(C(=CN1S(=O)(=O)C1=CC=CC=C1)C=O)C (5-bromo-4-methyl-1-(phenylsulfonyl)-1H-pyrrole-3-carbaldehyde), S1C=C(C=C1)B(O)O (3-thiopheneboronic acid), dichloro[bis(triphenylphosphine)]palladium, C([O-])([O-])=O.[Na+].[Na+] (sodium carbonate), O (water). Run in COCCOC (1,2-dimethoxyethane). Conditions: temperature 100 celsius, time 2 hour. Product: CC=1C(=CN(C1C1=CSC=C1)S(=O)(=O)C1=CC=CC=C1)C=O (4-Methyl-1-(phenylsulfonyl)-5-(3-thienyl)-1H-pyrrole-3-carbaldehyde). Isolated yield 82.9%. Reaction SMILES: Br[C:2]1[N:6]([S:7]([C:10]2[CH:15]=[CH:14][CH:13]=[CH:12][CH:11]=2)(=[O:9])=[O:8])[CH:5]=[C:4]([CH:16]=[O:17])[C:3]=1[CH3:18].[S:19]1[CH:23]=[CH:22][C:21](B(O)O)=[CH:20]1.C(=O)([O-])[O-].[Na+].[Na+].O>COCCOC>[CH3:18][C:3]1[C:4]([CH:16]=[O:17])=[CH:5][N:6]([S:7]([C:10]2[CH:15]=[CH:14][CH:13]=[CH:12][CH:11]=2)(=[O:9])=[O:8])[C:2]=1[C:21]1[CH:22]=[CH:23][S:19][CH:20]=1 |f:2.3.4|. Reported procedure: Under an argon atmosphere, a suspension of 5-bromo-4-methyl-1-(phenylsulfonyl)-1H-pyrrole-3-carbaldehyde (656 mg), 3-thiopheneboronic acid (511 mg), dichloro[bis(triphenylphosphine)]palladium (70 mg) and sodium carbonate (636 mg) in 1,2-dimethoxyethane (10 mL)-water (3 mL) was stirred at 100° C. for 2 hr. After cooling, the reaction mixture was filtered through celite, and celite was washed with ethyl acetate. The organic layer was separated from the filtrate, washed with water and saturated bri... The reactants are Cc1ccccc1, CCOCC, Cc1ccc(C(O)(Cc2nnnn2C)c2ccc(C)cc2F)c(F)c1, Cc1ccc(S(=O)(=O)O)cc1. Yields the product Cc1ccc(C(=Cc2nnnn2C)c2ccc(C)cc2F)c(F)c1. RXN SMILES: [CH3:37][c:38]1[cH:39][cH:40][cH:41][cH:42][cH:43]1.[CH3:44][CH2:45][O:46][CH2:47][CH3:48].[F:1][c:2]1[c:3]([C:9]([CH2:10][c:11]2[n:12][n:13][n:14][n:15]2[CH3:16])([OH:17])[c:18]2[c:19]([F:25])[cH:20][c:21]([CH3:24])[cH:22][cH:23]2)[cH:4][cH:5][c:6]([CH3:8])[cH:7]1.[c:26]1([CH3:27])[cH:28][cH:29][c:30]([S:31]([OH:32])(=[O:33])=[O:34])[cH:35][cH:36]1>>[F:1][c:2]1[c:3]([C:9](=[CH:10][c:11]2[n:12][n:13][n:14][n:15]2[CH3:16])[c:18]2[c:19]([F:25])[cH:20][c:21]([CH3:24])[cH:22][cH:23]2)[cH:4][cH:5][c:6]([CH3:8])[cH:7]1. The reactants are Cl (HCl), Cl (HCl), C[C@H]1/C=C/C=C/C=C/C=C/C=C/C=C/C=C/[C@@H](C[C@H]2[C@@H]([C@H](C[C@](O2)(C[C@H](C[C@H]([C@@H](CC[C@H](C[C@H](CC(=O)O[C@H]([C@@H]([C@@H]1O)C)C)O)O)O)O)O)O)O)C(=O)O)O[C@H]3[C@H]([C@H]([C@@H]([C@H](O3)C)O)N)O (amphotericin B), Cl (HCl), C[C@H]1/C=C/C=C/C=C/C=C/C=C/C=C/C=C/[C@@H](C[C@H]2[C@@H]([C@H](C[C@](O2)(C[C@H](C[C@H]([C@@H](CC[C@H](C[C@H](CC(=O)O[C@H]([C@@H]([C@@H]1O)C)C)O)O)O)O)O)O)O)C(=O)O)O[C@H]3[C@H]([C@H]([C@@H]([C@H](O3)C)O)N)O (amphotericin B), C[C@H]1/C=C/C=C/C=C/C=C/C=C/C=C/C=C/[C@@H](C[C@H]2[C@@H]([C@H](C[C@](O2)(C[C@H](C[C@H]([C@@H](CC[C@H](C[C@H](CC(=O)O[C@H]([C@@H]([C@@H]1O)C)C)O)O)O)O)O)O)O)C(=O)O)O[C@H]3[C@H]([C@H]([C@@H]([C@H](O3)C)O)N)O (amphotericin B), C[C@H]1/C=C/C=C/C=C/C=C/C=C/C=C/C=C/[C@@H](C[C@H]2[C@@H]([C@H](C[C@](O2)(C[C@H](C[C@H]([C@@H](CC[C@H](C[C@H](CC(=O)O[C@H]([C@@H]([C@@H]1O)C)C)O)O)O)O)O)O)O)C(=O)O)O[C@H]3[C@H]([C@H]([C@@H]([C@H](O3)C)O)N)O (amphotericin B). Run in CO (methanol). Product: C[C@H]1/C=C/C=C/C=C/C=C/C=C/C=C/C=C/[C@@H](C[C@H]2[C@@H]([C@H](C[C@](O2)(C[C@H](C[C@H]([C@@H](CC[C@H](C[C@H](CC(=O)O[C@H]([C@@H]([C@@H]1O)C)C)O)O)O)O)O)O)O)C(=O)O)O[C@H]3[C@H]([C@H]([C@@H]([C@H](O3)C)O)N)O.Cl (amphotericin B HCl), C[C@H]1/C=C/C=C/C=C/C=C/C=C/C=C/C=C/[C@@H](C[C@H]2[C@@H]([C@H](C[C@](O2)(C[C@H](C[C@H]([C@@H](CC[C@H](C[C@H](CC(=O)O[C@H]([C@@H]([C@@H]1O)C)C)O)O)O)O)O)O)O)C(=O)O)O[C@H]3[C@H]([C@H]([C@@H]([C@H](O3)C)O)N)O (amphotericin B). Reaction SMILES: [ClH:1].[CH3:2][C@@H:3]1[C@@H:42]([OH:43])[C@@H:41]([CH3:44])[C@H:40]([CH3:45])[O:39][C:37](=[O:38])[CH2:36][C@H:35]([OH:46])[CH2:34][C@H:33]([OH:47])[CH2:32][CH2:31][C@@H:30]([OH:48])[C@H:29]([OH:49])[CH2:28][C@H:27]([OH:50])[CH2:26][C@@:24]2([OH:51])[O:25][C@H:20]([C@H:21]([C:53]([OH:55])=[O:54])[C@@H:22]([OH:52])[CH2:23]2)[CH2:19][C@@H:18]([O:56][C@@H:57]2[O:62][C@H:61]([CH3:63])[C@@H:60]([OH:64])[C@H:59]([NH2:65])[C@@H:58]2[OH:66])[CH:17]=[CH:16][CH:15]=[CH:14][CH:13]=[CH:12][CH:11]=[CH:10][CH:9]=[CH:8][CH:7]=[CH:6][CH:5]=[CH:4]1>CO>[CH3:2][C@@H:3]1[C@@H:42]([OH:43])[C@@H:41]([CH3:44])[C@H:40]([CH3:45])[O:39][C:37](=[O:38])[CH2:36][C@H:35]([OH:46])[CH2:34][C@H:33]([OH:47])[CH2:32][CH2:31][C@@H:30]([OH:48])[C@H:29]([OH:49])[CH2:28][C@H:27]([OH:50])[CH2:26][C@@:24]2([OH:51])[O:25][C@H:20]([C@H:21]([C:53]([OH:55])=[O:54])[C@@H:22]([OH:52])[CH2:23]2)[CH2:19][C@@H:18]([O:56][C@@H:57]2[O:62][C@H:61]([CH3:63])[C@@H:60]([OH:64])[C@H:59]([NH2:65])[C@@H:58]2[OH:66])[CH:17]=[CH:16][CH:15]=[CH:14][CH:13]=[CH:12][CH:11]=[CH:10][CH:9]=[CH:8][CH:7]=[CH:6][CH:5]=[CH:4]1.[ClH:1].[CH3:2][C@@H:3]1[C@@H:42]([OH:43])[C@@H:41]([CH3:44])[C@H:40]([CH3:45])[O:39][C:37](=[O:38])[CH2:36][C@H:35]([OH:46])[CH2:34][C@H:33]([OH:47])[CH2:32][CH2:31][C@@H:30]([OH:48])[C@H:29]([OH:49])[CH2:28][C@H:27]([OH:50])[CH2:26][C@@:24]2([OH:51])[O:25][C@H:20]([C@H:21]([C:53]([OH:55])=[O:54])[C@@H:22]([OH:52])[CH2:23]2)[CH2:19][C@@H:18]([O:56][C@@H:57]2[O:62][C@H:61]([CH3:63])[C@@H:60]([OH:64])[C@H:59]([NH2:65])[C@@H:58]2[OH:66])[CH:17]=[CH:16][CH:15]=[CH:14][CH:13]=[CH:12][CH:11]=[CH:10][CH:9]=[CH:8][CH:7]=[CH:6][CH:5]=[CH:4]1 |f:3.4|. Procedure: In order to study the effect of adding HCl on the stability of amphotericin B, increasing amounts of amphotericin B (i.v. grade) were dissolved in methanol in the presence of one equivalent of HCl (methanolic solution). The degradation in an acid medium of the substance of amphotericin B increases greatly when the amphotericin B concentration is greater than 2 mg/ml (see FIG. 1), even when the addition of HCl in methanolic solution has been carried out at 0° C. (with a 31% contamination). To obt...